Dataset: the Open Reaction Database (ORD), a public repository of structured organic reaction records. Task: describe an organic reaction: reactants, conditions, products, and yield Reactants: [Al+3], C1CCOC1, [H-], [H-], [H-], [H-], [Li+], O=C1COc2ccccc2N1. The product is c1ccc2c(c1)NCCO2. RXN SMILES: [Al+3:2].[CH2:18]1[O:19][CH2:20][CH2:21][CH2:22]1.[H-:1].[H-:4].[H-:5].[H-:6].[Li+:3].[O:7]1[CH2:8][C:9](=[O:17])[NH:10][c:11]2[c:12]1[cH:13][cH:14][cH:15][cH:16]2>>[O:7]1[CH2:8][CH2:9][NH:10][c:11]2[c:12]1[cH:13][cH:14][cH:15][cH:16]2. Starting materials: COC(=O)C(CC#Cc1ccc(OCc2ccccc2F)c(C#N)c1)NC(=O)OC(C)(C)C, CC(=O)Cl, CO, CCOC(C)=O. Product: COC(=O)C(N)CC#Cc1ccc(OCc2ccccc2F)c(C#N)c1. RXN SMILES: [C:5](#[N:6])[c:7]1[cH:8][c:9]([C:22]#[C:23][CH2:24][CH:25]([C:26](=[O:27])[O:28][CH3:29])[NH:30][C:31]([O:32][C:33]([CH3:34])([CH3:35])[CH3:36])=[O:37])[cH:10][cH:11][c:12]1[O:13][CH2:14][c:15]1[c:16]([F:21])[cH:17][cH:18][cH:19][cH:20]1.[CH3:1][C:2](=[O:3])[Cl:4].[CH3:38][OH:39].[CH3:40][CH2:41][O:42][C:43](=[O:44])[CH3:45]>>[C:5](#[N:6])[c:7]1[cH:8][c:9]([C:22]#[C:23][CH2:24][CH:25]([C:26](=[O:27])[O:28][CH3:29])[NH2:30])[cH:10][cH:11][c:12]1[O:13][CH2:14][c:15]1[c:16]([F:21])[cH:17][cH:18][cH:19][cH:20]1. The reactants are ClC=1N=NC(=CC1)Cl (3,6-dichloropyridazine), CC1C(N(CCC1)C)(C)C.[Li] (lithium tetramethylpiperidine), C(CCC)[Sn](CCCC)(CCCC)Cl (tributyltin chloride). Run in C1CCOC1 (THF), C1CCOC1 (THF). Conditions: time 1 hour. Product: C(CCC)[SnH](CCCC)CCCC.ClC=1N=NC(=CC1)Cl (3,6-dichloropyridazine tributylstannane). Reaction SMILES: [Cl:1][C:2]1[N:3]=[N:4][C:5]([Cl:8])=[CH:6][CH:7]=1.CC1CCCN(C)C1(C)C.[Li].[CH2:20]([Sn:24](Cl)([CH2:29][CH2:30][CH2:31][CH3:32])[CH2:25][CH2:26][CH2:27][CH3:28])[CH2:21][CH2:22][CH3:23]>C1COCC1>[CH2:29]([SnH:24]([CH2:20][CH2:21][CH2:22][CH3:23])[CH2:25][CH2:26][CH2:27][CH3:28])[CH2:30][CH2:31][CH3:32].[Cl:1][C:2]1[N:3]=[N:4][C:5]([Cl:8])=[CH:6][CH:7]=1 |f:1.2,5.6,^1:18|. Reported procedure: A THF solution (10 mL) of 3,6-dichloropyridazine (16.8 mmol, 2.5 g) was added dropwise to a solution of lithium tetramethylpiperidine (20.1 mmol) in 170 mL of THF at -78° C. After one hour at -78° C., tributyltin chloride (21.8 mmol, 5.8 mL) was added to the anion solution and the solution was allowed to warm slowly overnight.